From a dataset of the Open Reaction Database (ORD), a public repository of structured organic reaction records. describe an organic reaction: reactants, conditions, products, and yield Reactants: ClC1=CC=C(C=C1)C(C=1C=C2C(=CC(=NC2=CC1)O)Br)C1=CC=C(C=C1)Cl (6-[bis(4-chlorophenyl)methyl]-4-bromoquinolin-2-ol), C1(CCCCC1)N (cyclohexanamine), C(=O)([O-])[O-].[Cs+].[Cs+] (Cs2CO3). The reagents and catalysts are C=1C=CC(=CC1)/C=C/C(=O)/C=C/C2=CC=CC=C2.C=1C=CC(=CC1)/C=C/C(=O)/C=C/C2=CC=CC=C2.C=1C=CC(=CC1)/C=C/C(=O)/C=C/C2=CC=CC=C2.[Pd].[Pd] (Pd2(dba)3), C1=CC=C(C=C1)P([C-]2C=CC=C2)C3=CC=CC=C3.C1=CC=C(C=C1)P([C-]2C=CC=C2)C3=CC=CC=C3.[Fe+2] (dppf). Run in O1CCOCC1 (1,4-dioxane). Reaction conditions: temperature 100 celsius, time 8 hour. Product: ClC1=CC=C(C=C1)C(C=1C=C2C(=CC(NC2=CC1)=O)NC1CCCCC1)C1=CC=C(C=C1)Cl (6-(bis(4-chlorophenyl)methyl)-4-(cyclohexylamino)quinolin-2(1H)-one). As a reaction SMILES: [Cl:1][C:2]1[CH:7]=[CH:6][C:5]([CH:8]([C:21]2[CH:26]=[CH:25][C:24]([Cl:27])=[CH:23][CH:22]=2)[C:9]2[CH:10]=[C:11]3[C:16](=[CH:17][CH:18]=2)[N:15]=[C:14]([OH:19])[CH:13]=[C:12]3Br)=[CH:4][CH:3]=1.[CH:28]1([NH2:34])[CH2:33][CH2:32][CH2:31][CH2:30][CH2:29]1.C([O-])([O-])=O.[Cs+].[Cs+]>C1C=CC(/C=C/C(/C=C/C2C=CC=CC=2)=O)=CC=1.C1C=CC(/C=C/C(/C=C/C2C=CC=CC=2)=O)=CC=1.C1C=CC(/C=C/C(/C=C/C2C=CC=CC=2)=O)=CC=1.[Pd].[Pd].C1C=CC(P(C2C=CC=CC=2)[C-]2C=CC=C2)=CC=1.C1C=CC(P(C2C=CC=CC=2)[C-]2C=CC=C2)=CC=1.[Fe+2].O1CCOCC1>[Cl:1][C:2]1[CH:7]=[CH:6][C:5]([CH:8]([C:21]2[CH:26]=[CH:25][C:24]([Cl:27])=[CH:23][CH:22]=2)[C:9]2[CH:10]=[C:11]3[C:16](=[CH:17][CH:18]=2)[NH:15][C:14](=[O:19])[CH:13]=[C:12]3[NH:34][CH:28]2[CH2:33][CH2:32][CH2:31][CH2:30][CH2:29]2)=[CH:4][CH:3]=1 |f:2.3.4,5.6.7.8.9,10.11.12|. Procedure details: Into a 8-mL round-bottom flask purged and maintained with an inert atmosphere of nitrogen, was placed 6-[bis(4-chlorophenyl)methyl]-4-bromoquinolin-2-ol (150 mg, 0.33 mmol, 1.00 equip), 1,4-dioxane (3 mL), cyclohexanamine (48.5 mg, 0.49 mmol, 1.50 equip), Pd2(dba)3 (30 mg, 0.03 mmol, 0.10 equip), dppf (63.4 mg, 0.11 mmol, 0.35 equip), and Cs2CO3 (266 mg, 0.82 mmol, 2.50 equip). The resulting solution was stirred overnight at 100° C. The reaction was then quenched by the addition of water (100 mL... Starting materials: CO (MeOH), COC1=CC2=C(NC(N(CC2)C2C(CNCC2)C)=O)C=C1 (7-methoxy-3-(3-methyl-piperidin-4-yl)-1,3,4,5-tetrahydro-benzo[d]-[1,3]diazepin-2-one), ClC1=CC(=NC=N1)C(=O)C1=CC2=C(N(C(O2)=O)C)C(=C1)C (6-(6-chloro-pyrimidine-4-carbonyl)-3,4-dimethyl-3H-benzoxazol-2-one), TEA. Solvent: CN(C)C=O (DMF). The product is CN1C(OC2=C1C(=CC(=C2)C(=O)C2=CC(=NC=N2)N2CC(C(CC2)N2C(NC1=C(CC2)C=C(C=C1)OC)=O)C)C)=O (3-{1-[6-(3,4-dimethyl-2-oxo-2,3-dihydro-benzoxazole-6-carbonyl)-pyrimidin-4-yl]-3-methyl-piperidin-4-yl}-7-methoxy-1,3,4,5-tetrahydro-benzo[d][1,3]diazepin-2-one). Reaction SMILES: [CH3:1][O:2][C:3]1[CH:21]=[CH:20][C:6]2[NH:7][C:8](=[O:19])[N:9]([CH:12]3[CH2:17][CH2:16][NH:15][CH2:14][CH:13]3[CH3:18])[CH2:10][CH2:11][C:5]=2[CH:4]=1.Cl[C:23]1[N:28]=[CH:27][N:26]=[C:25]([C:29]([C:31]2[CH:41]=[C:40]([CH3:42])[C:34]3[N:35]([CH3:39])[C:36](=[O:38])[O:37][C:33]=3[CH:32]=2)=[O:30])[CH:24]=1.CO>CN(C=O)C>[CH3:39][N:35]1[C:34]2[C:40]([CH3:42])=[CH:41][C:31]([C:29]([C:25]3[N:26]=[CH:27][N:28]=[C:23]([N:15]4[CH2:16][CH2:17][CH:12]([N:9]5[CH2:10][CH2:11][C:5]6[CH:4]=[C:3]([O:2][CH3:1])[CH:21]=[CH:20][C:6]=6[NH:7][C:8]5=[O:19])[CH:13]([CH3:18])[CH2:14]4)[CH:24]=3)=[O:30])=[CH:32][C:33]=2[O:37][C:36]1=[O:38]. Procedure: 60 mg (0.21 mmol) 7-methoxy-3-(3-methyl-piperidin-4-yl)-1,3,4,5-tetrahydro-benzo[d]-[1,3]diazepin-2-one, 60 mg (0.20 mmol) 6-(6-chloro-pyrimidine-4-carbonyl)-3,4-dimethyl-3H-benzoxazol-2-one and 0.040 mL (0.29 mmol) TEA were stirred overnight in 1 mL DMF at RT. Then the reaction mixture was combined with 2 mL MeOH, the precipitate formed was suction filtered, washed with MeOH and diethyl ether and dried.